This data is from the Open Reaction Database (ORD), a public repository of structured organic reaction records. The task is: describe an organic reaction: reactants, conditions, products, and yield The reactants are N1N=CC2=CC(=CC=C12)\C(=C(/CC)\C1=CC=CC=C1)\C1=CC=C(C=C1)/C=C/C(=O)OCC ((E)-ethyl 3-(4-((E)-1-(1H-indazol-5-yl)-2-phenylbut-1-en-1-yl)phenyl)acrylate), Cl (HCl), N1N=CC2=CC(=CC=C12)\C(=C(/CC)\C1=CC=CC=C1)\C1=CC=C(C=C1)/C=C/C(=O)OCC ((E)-ethyl 3-(4-((E)-1-(1H-indazol-5-yl)-2-phenylbut-1-en-1-yl)phenyl)acrylate), [Li+].[OH-] (LiOH). Run in C1CCOC1.CCO (THF EtOH), O (water), O (water). Conditions: time 8 hour. Product: N1N=CC2=CC(=CC=C12)\C(=C(/CC)\C1=CC=CC=C1)\C1=CC=C(C=C1)/C=C/C(=O)O ((E)-3-(4-((E)-1-(1H-Indazol-5-yl)-2-phenylbut-1-en-1-yl)phenyl)acrylic acid). Reaction SMILES: [NH:1]1[C:9]2[C:4](=[CH:5][C:6](/[C:10](/[C:20]3[CH:25]=[CH:24][C:23](/[CH:26]=[CH:27]/[C:28]([O:30]CC)=[O:29])=[CH:22][CH:21]=3)=[C:11](/[C:14]3[CH:19]=[CH:18][CH:17]=[CH:16][CH:15]=3)\[CH2:12][CH3:13])=[CH:7][CH:8]=2)[CH:3]=[N:2]1.[Li+].[OH-].Cl>C1COCC1.CCO.O>[NH:1]1[C:9]2[C:4](=[CH:5][C:6](/[C:10](/[C:20]3[CH:21]=[CH:22][C:23](/[CH:26]=[CH:27]/[C:28]([OH:30])=[O:29])=[CH:24][CH:25]=3)=[C:11](/[C:14]3[CH:19]=[CH:18][CH:17]=[CH:16][CH:15]=3)\[CH2:12][CH3:13])=[CH:7][CH:8]=2)[CH:3]=[N:2]1 |f:1.2,4.5|. Reported procedure: To a solution of (E)-ethyl 3-(4-((E)-1-(1H-indazol-5-yl)-2-phenylbut-1-en-1-yl)phenyl)acrylate (2.5 g, 5.9 mmol; Compound 1) in THF-EtOH (1:1, 59 mL), an aqueous solution of LiOH (2.8 g, 118 mmol; dissolved in a minimum amount of water) was added at room temperature. The resulting mixture was stirred overnight. The reaction was monitored by LCMS. Upon completion, 1N aqueous HCl was added until pH was 3. Then, the mixture was diluted with water and extracted with ethyl acetate (3×200 mL). The com... Starting materials: O=C(OC1CCc2oc3ccc(Br)cc3c(=O)c2C1)c1ccccc1, CO, [K+], C1CCOC1, [OH-]. The product is O=c1c2c(oc3ccc(Br)cc13)CCC(O)C2. Reaction SMILES: [C:1](=[O:2])([c:3]1[cH:4][cH:5][cH:6][cH:7][cH:8]1)[O:9][CH:10]1[CH2:11][c:12]2[c:13](=[O:25])[c:14]3[cH:15][c:16]([Br:24])[cH:17][cH:18][c:19]3[o:20][c:21]2[CH2:22][CH2:23]1.[CH3:33][OH:34].[K+:32].[O:26]1[CH2:27][CH2:28][CH2:29][CH2:30]1.[OH-:31]>>[OH:9][CH:10]1[CH2:11][c:12]2[c:13](=[O:25])[c:14]3[cH:15][c:16]([Br:24])[cH:17][cH:18][c:19]3[o:20][c:21]2[CH2:22][CH2:23]1.